This data is from the Open Reaction Database (ORD), a public repository of structured organic reaction records. The task is: describe an organic reaction: reactants, conditions, products, and yield Starting materials: COC(C(C(=O)C)CC)=O (Methyl-2-ethylacetoacetate), C(CO)O (Ethylene glycol), CC=1C=CC(=CC1)S(=O)(=O)O.O (p-TsOH.H2O). The solvent is C1(=CC=CC=C1)C (toluene). The product is C(C)OC(C(CC)C1(OCCO1)C)=O (2-(2-Methyl-[1,3]dioxolan-2-yl)-butyric acid ethyl ester). As a reaction SMILES: [CH3:1][O:2][C:3](=[O:10])[CH:4]([CH2:8][CH3:9])[C:5]([CH3:7])=[O:6].[CH2:11]([OH:14])[CH2:12]O.[CH3:15]C1C=CC(S(O)(=O)=O)=CC=1.O>C1(C)C=CC=CC=1>[CH2:1]([O:2][C:3](=[O:10])[CH:4]([C:5]1([CH3:7])[O:14][CH2:11][CH2:12][O:6]1)[CH2:8][CH3:9])[CH3:15] |f:2.3|. Procedure: Methyl-2-ethylacetoacetate (100 mL) was taken up in toluene (250 mL). Ethylene glycol (46.9 mL, 1.35 equiv.) and a catalytic amount of p-TsOH.H2O were added, and the mixture was refluxed overnight under Dean-Stark conditions. After cooling to ambient temperature, the mixture was washed with 5% aqueous NaHCO3 and saturated aqueous NaCl, the organic phase was dried over Na2SO4 and evaporated under reduced pressure. The residue was purified by repeated vacuum distillation (118-128° C., 15 mbar), yi... The reactants are C(=O)(N1C=NC=C1)N1C=NC=C1 (1,1′-carbonyldiimidazole), S1C(=NC2=C1C=CC=C2)SCC(=O)O ((benzothiazol-2-ylsulfanyl)-acetic acid), N[C@H]1[C@H]2SCC(=C(N2C1=O)C(=O)O)/C=C\1/C(N(CC1)CC1CC1)=O ((E)-(6R,7R)-7-amino-3-(1-cyclopropylmethyl-2-oxo-pyrrolidin-3-ylidenemethyl)-8-oxo-5-thia-1-azabicyclo[4.2.0]oct-2-ene-2-carboxylic acid). Solvent: CN(C=O)C (N,N-dimethylformamide). The product is S1C(=NC2=C1C=CC=C2)SCC(=O)N[C@H]2[C@H]1SCC(=C(N1C2=O)C(=O)O)/C=C\2/C(N(CC2)CC2CC2)=O ((E)-(6R,7R)-7-[2-(Benzothiazol-2-ylsulfanyl)-acetylamino]-3-(1-cyclopropylmethyl-2-oxo-pyrrolidin-3-ylidenemethyl)-8-oxo-5-thia-1-aza-bicyclo[4.2.0]oct-2-ene-2-carboxylic acid). Reaction SMILES: C(N1C=CN=C1)(N1C=CN=C1)=O.[S:13]1[C:17]2[CH:18]=[CH:19][CH:20]=[CH:21][C:16]=2[N:15]=[C:14]1[S:22][CH2:23][C:24]([OH:26])=O.[NH2:27][C@@H:28]1[C:35](=[O:36])[N:34]2[C@@H:29]1[S:30][CH2:31][C:32](/[CH:40]=[C:41]1/[C:42](=[O:50])[N:43]([CH2:46][CH:47]3[CH2:49][CH2:48]3)[CH2:44][CH2:45]/1)=[C:33]2[C:37]([OH:39])=[O:38]>CN(C)C=O>[S:13]1[C:17]2[CH:18]=[CH:19][CH:20]=[CH:21][C:16]=2[N:15]=[C:14]1[S:22][CH2:23][C:24]([NH:27][C@@H:28]1[C:35](=[O:36])[N:34]2[C@@H:29]1[S:30][CH2:31][C:32](/[CH:40]=[C:41]1/[C:42](=[O:50])[N:43]([CH2:46][CH:47]3[CH2:49][CH2:48]3)[CH2:44][CH2:45]/1)=[C:33]2[C:37]([OH:39])=[O:38])=[O:26]. Procedure: With 220.0 mg (1.35 mmol) 1,1′-carbonyldiimidazole, 304.1 mg (1.35 mmol) (benzothiazol-2-ylsulfanyl)-acetic acid and 394.8 mg (1.13 mmol) (E)-(6R,7R)-7-amino-3-(1-cyclopropylmethyl-2-oxo-pyrrolidin-3-ylidenemethyl)-8-oxo-5-thia-1-azabicyclo[4.2.0]oct-2-ene-2-carboxylic acid in 7 ml N,N-dimethylformamide. Reactants: CS(=O)(=O)Cl, ClCCl, Cl, Cc1ccc(N(CCc2ccc(C(F)(F)F)nc2)C(=O)C(N)c2ccccc2)cc1C. Product: Cc1ccc(N(CCc2ccc(C(F)(F)F)nc2)C(=O)C(NS(C)(=O)=O)c2ccccc2)cc1C. Reaction SMILES: [CH3:33][S:34]([Cl:35])(=[O:36])=[O:37].[Cl:38][CH2:39][Cl:40].[ClH:1].[NH2:2][CH:3]([C:4](=[O:5])[N:6]([CH2:7][CH2:8][c:9]1[cH:10][n:11][c:12]([C:15]([F:16])([F:17])[F:18])[cH:13][cH:14]1)[c:19]1[cH:20][c:21]([CH3:26])[c:22]([CH3:25])[cH:23][cH:24]1)[c:27]1[cH:28][cH:29][cH:30][cH:31][cH:32]1>>[NH:2]([CH:3]([C:4](=[O:5])[N:6]([CH2:7][CH2:8][c:9]1[cH:10][n:11][c:12]([C:15]([F:16])([F:17])[F:18])[cH:13][cH:14]1)[c:19]1[cH:20][c:21]([CH3:26])[c:22]([CH3:25])[cH:23][cH:24]1)[c:27]1[cH:28][cH:29][cH:30][cH:31][cH:32]1)[S:34]([CH3:33])(=[O:36])=[O:37]. The reactants are aqueous solution, [OH-].[Na+] (sodium hydroxide), C(=O)N1CCN(CC1)C1=NC(=CC2=CC=CC=C12)C1=CC=C(C=C1)S(=O)(=O)CCC (1-(4-formylpiperazin-1-yl)-3-[4-(propylsulfonyl)phenyl]isoquinoline). The solvent is C(C)O (ethanol). Yields the product N1(CCNCC1)C1=NC(=CC2=CC=CC=C12)C1=CC=C(C=C1)S(=O)(=O)CCC (1-(piperazin-1-yl)-3-[4-(propylsulfonyl)phenyl]isoquinoline). Yield: 90.7%. RXN SMILES: C([N:3]1[CH2:8][CH2:7][N:6]([C:9]2[C:18]3[C:13](=[CH:14][CH:15]=[CH:16][CH:17]=3)[CH:12]=[C:11]([C:19]3[CH:24]=[CH:23][C:22]([S:25]([CH2:28][CH2:29][CH3:30])(=[O:27])=[O:26])=[CH:21][CH:20]=3)[N:10]=2)[CH2:5][CH2:4]1)=O.[OH-].[Na+]>C(O)C>[N:6]1([C:9]2[C:18]3[C:13](=[CH:14][CH:15]=[CH:16][CH:17]=3)[CH:12]=[C:11]([C:19]3[CH:20]=[CH:21][C:22]([S:25]([CH2:28][CH2:29][CH3:30])(=[O:27])=[O:26])=[CH:23][CH:24]=3)[N:10]=2)[CH2:7][CH2:8][NH:3][CH2:4][CH2:5]1 |f:1.2|. Procedure: To the resulting 1-(4-formylpiperazin-1-yl)-3-[4-(propylsulfonyl)phenyl]isoquinoline (0.72 g) were added ethanol (25 ml) and a 8N aqueous solution of sodium hydroxide (1.06 ml), and the mixture was heated under reflux in nitrogen atmosphere for 1.5 hr. The solvent was evaporated, and to the resulting residue were added water and ethyl acetate. The organic layer was separated. Then, it was washed with brine, and dried over magnesium sulfate. The solvent was evaporated, to give 1-(piperazin-1-yl)-...